Dataset: the Open Reaction Database (ORD), a public repository of structured organic reaction records. Task: describe an organic reaction: reactants, conditions, products, and yield The reactants are N(=[N+]=[N-])CCOC1=C(N2C(CC2C1)=O)C(=O)OCC1=CC=CC=C1 (Benzyl 3-(2-azidoethyloxy)-1-azabicyclo[3.2.0]hept-2-en-7-one-2-carboxylate), C(C)(C)[N-]C(C)C.[Li+] (lithium diisopropylamide), C(C)=O (acetaldehyde). The product is OC(C)C1C2CC(=C(N2C1=O)C(=O)OCC1=CC=CC=C1)OCCN=[N+]=[N-] (benzyl 6-(1-hydroxyethyl)-3-(2-azidoethyloxy)-1-azabicyclo[3.2.0]hept-2-en-7-one-2-carboxylate). RXN SMILES: [N:1]([CH2:4][CH2:5][O:6][C:7]1[CH2:13][CH:12]2[N:9]([C:10](=[O:14])[CH2:11]2)[C:8]=1[C:15]([O:17][CH2:18][C:19]1[CH:24]=[CH:23][CH:22]=[CH:21][CH:20]=1)=[O:16])=[N+:2]=[N-:3].C([N-]C(C)C)(C)C.[Li+].[CH:33](=[O:35])[CH3:34]>>[OH:35][CH:33]([CH:11]1[C:10](=[O:14])[N:9]2[CH:12]1[CH2:13][C:7]([O:6][CH2:5][CH2:4][N:1]=[N+:2]=[N-:3])=[C:8]2[C:15]([O:17][CH2:18][C:19]1[CH:20]=[CH:21][CH:22]=[CH:23][CH:24]=1)=[O:16])[CH3:34] |f:1.2|. Procedure details: Benzyl 3-(2-azidoethyloxy)-1-azabicyclo[3.2.0]hept-2-en-7-one-2-carboxylate is reacted with lithium diisopropylamide and acetaldehyde as described in Example 19 to provide benzyl 6-(1-hydroxyethyl)-3-(2-azidoethyloxy)-1-azabicyclo[3.2.0]hept-2-en-7-one-2-carboxylate. The reactants are C(C)(C)(C)C1=C(C=CC=C1)N1CCN(CC1)C(C(=O)O)=O (2-[4-(2-tert-butylphenyl)piperazin-1-yl]-2-oxoacetic acid), NC(CO)(C)C (2-amino-2-methylpropan-1-ol), CCN=C=NCCCN(C)C (EDCI), C=1C=CC2=C(C1)N=NN2O (HOBt), C(O)([O-])=O.[Na+] (sodium hydrogen carbonate). Solvent: C(C)#N (acetonitrile). Product: C(C)(C)(C)C1=C(C=CC=C1)N1CCN(CC1)C(C(=O)NC(CO)(C)C)=O (2-[4-(2-tert-butylphenyl)piperazin-1-yl]-N-(2-hydroxy-1,1-dimethylethyl)-2-oxoacetamide). Isolated yield 81.1%. RXN SMILES: [C:1]([C:5]1[CH:10]=[CH:9][CH:8]=[CH:7][C:6]=1[N:11]1[CH2:16][CH2:15][N:14]([C:17](=[O:21])[C:18]([OH:20])=O)[CH2:13][CH2:12]1)([CH3:4])([CH3:3])[CH3:2].[NH2:22][C:23]([CH3:27])([CH3:26])[CH2:24][OH:25].CCN=C=NCCCN(C)C.C1C=CC2N(O)N=NC=2C=1.C(=O)([O-])O.[Na+]>C(#N)C>[C:1]([C:5]1[CH:10]=[CH:9][CH:8]=[CH:7][C:6]=1[N:11]1[CH2:12][CH2:13][N:14]([C:17](=[O:21])[C:18]([NH:22][C:23]([CH3:27])([CH3:26])[CH2:24][OH:25])=[O:20])[CH2:15][CH2:16]1)([CH3:4])([CH3:3])[CH3:2] |f:4.5|. Reported procedure: A solution of [4-(2-tert-butylphenyl)piperazin-1-yl](oxo)acetic acid (Example 44, 0.300 g, 1.03 mmol), 2-amino-2-methylpropan-1-ol (0.111 g, 1.24 mmol), EDCI (0.238 g, 1.24 mmol) and HOBt (0.168 g, 1.24 mmol) in acetonitrile (5 mL) was stirred at room temperature for 16 h. The reaction mixture was poured into saturated sodium hydrogen carbonate solution and extracted with ethyl acetate. The organic layer was washed with saturated sodium hydrogen carbonate solution and brine, dried over MgSO4, an... The reactants are CC(C)CC(Sc1ccc(-c2ccc(CNC(=O)OC(C)(C)C)cc2)cc1)C(=O)NCC#N, CS(=O)(=O)O, [Na+], O=C([O-])O, C1COCCO1. Product: CC(C)CC(Sc1ccc(-c2ccc(CN)cc2)cc1)C(=O)NCC#N. RXN SMILES: [C:1](#[N:2])[CH2:3][NH:4][C:5](=[O:6])[CH:7]([CH2:8][CH:9]([CH3:10])[CH3:11])[S:12][c:13]1[cH:14][cH:15][c:16](-[c:19]2[cH:20][cH:21][c:22]([CH2:25][NH:26][C:27](=[O:28])[O:29][C:30]([CH3:31])([CH3:32])[CH3:33])[cH:23][cH:24]2)[cH:17][cH:18]1.[CH3:34][S:35](=[O:36])(=[O:37])[OH:38].[Na+:43].[O-:39][C:40]([OH:41])=[O:42].[O:44]1[CH2:45][CH2:46][O:47][CH2:48][CH2:49]1>>[C:1](#[N:2])[CH2:3][NH:4][C:5](=[O:6])[CH:7]([CH2:8][CH:9]([CH3:10])[CH3:11])[S:12][c:13]1[cH:14][cH:15][c:16](-[c:19]2[cH:20][cH:21][c:22]([CH2:25][NH2:26])[cH:23][cH:24]2)[cH:17][cH:18]1.